The task is: describe an organic reaction: reactants, conditions, products, and yield. This data is from the Open Reaction Database (ORD), a public repository of structured organic reaction records. RXN SMILES: [C:1]([C:4]1[CH:9]=[CH:8][C:7]([NH:10][C@@H:11]([C:26]2[CH:35]=[C:34]([O:36][CH3:37])[C:29]3[O:30][CH2:31][CH2:32][O:33][C:28]=3[C:27]=2[F:38])[C:12]2[NH:16][C:15](=[O:17])[N:14]([C:18]3[CH:22]=[CH:21][S:20][C:19]=3[C:23]([OH:25])=[O:24])[N:13]=2)=[CH:6][CH:5]=1)(=[NH:3])[NH2:2].[F:39]C1C=C(N)C=CC=1C#N.NC1C=CC(C#N)=CC=1>>[C:1]([C:4]1[CH:5]=[CH:6][C:7]([NH:10][C@@H:11]([C:26]2[CH:35]=[C:34]([O:36][CH3:37])[C:29]3[O:30][CH2:31][CH2:32][O:33][C:28]=3[C:27]=2[F:38])[C:12]2[NH:16][C:15](=[O:17])[N:14]([C:18]3[CH:22]=[CH:21][S:20][C:19]=3[C:23]([OH:25])=[O:24])[N:13]=2)=[CH:8][C:9]=1[F:39])(=[NH:2])[NH2:3]. Starting materials: C(N)(=N)C1=CC=C(C=C1)N[C@H](C1=NN(C(N1)=O)C1=C(SC=C1)C(=O)O)C1=C(C2=C(OCCO2)C(=C1)OC)F ((S)-3-{3-[(4-carbamimidoylphenylamino)-(5-fluoro-8-methoxy-2,3-dihydrobenzo[1,4]dioxin-6-yl)methyl]-5-oxo-4,5-dihydro-[1,2,4]triazol-1-yl}thiophene-2-carboxylic acid), FC1=C(C#N)C=CC(=C1)N (2-fluoro-4-aminobenzonitrile), NC1=CC=C(C#N)C=C1 (4-aminobenzonitrile). The product is C(N)(=N)C1=C(C=C(C=C1)N[C@H](C1=NN(C(N1)=O)C1=C(SC=C1)C(=O)O)C1=C(C2=C(OCCO2)C(=C1)OC)F)F ((S)-3-{3-[(4-Carbamimidoyl-3-fluorophenylamino)-(5-fluoro-8-methoxy-2,3-dihydrobenzo[1,4]dioxin-6-yl)methyl]-5-oxo-4,5-dihydro-[1,2,4]triazol-1-yl}thiophene-2-carboxylic acid). Procedure details: The same procedure was carried out as in Examples (168a) to (168d), except that 2-fluoro-4-aminobenzonitrile [CAS No. 53312-80-4] was used instead of 4-aminobenzonitrile in Example (168a), to give the first eluting enantiomer of the title compound. Reactants: CC(C)(C)OC(=O)N1CCC(=O)CC1, CC(=O)O[BH-](OC(C)=O)OC(C)=O, CC(=O)O, CCOC(C)=O, CC(Cl)Cl, N#Cc1ccc(N)c(Oc2ccccc2Br)c1, [Na+], O. The product is CC(C)(C)OC(=O)N1CCC(Nc2ccc(C#N)cc2Oc2ccccc2Br)CC1. Reaction SMILES: [C:18]([CH3:19])([CH3:20])([CH3:21])[O:22][C:23](=[O:24])[N:25]1[CH2:26][CH2:27][C:28](=[O:31])[CH2:29][CH2:30]1.[C:32]([O:33][BH-:34]([O:35][C:36](=[O:37])[CH3:38])[O:39][C:40](=[O:41])[CH3:42])(=[O:43])[CH3:44].[CH3:46][C:47](=[O:48])[OH:49].[CH3:54][CH2:55][O:56][C:57](=[O:58])[CH3:59].[Cl:50][CH:51]([Cl:52])[CH3:53].[NH2:1][c:2]1[c:3]([O:10][c:11]2[c:12]([Br:17])[cH:13][cH:14][cH:15][cH:16]2)[cH:4][c:5]([C:6]#[N:7])[cH:8][cH:9]1.[Na+:45].[OH2:60]>>[NH:1]([c:2]1[c:3]([O:10][c:11]2[c:12]([Br:17])[cH:13][cH:14][cH:15][cH:16]2)[cH:4][c:5]([C:6]#[N:7])[cH:8][cH:9]1)[CH:28]1[CH2:27][CH2:26][N:25]([C:23]([O:22][C:18]([CH3:19])([CH3:20])[CH3:21])=[O:24])[CH2:30][CH2:29]1. Starting materials: ( I ), COC(CC(=C)C(N(CC1=CC=CC=C1)CC=C)=O)=O (3-(allyl-benzyl-carbamoyl)-but-3-enoic acid methyl ester). The reagents and catalysts are catalyst, [Ru] (ruthenium). The solvent is C(Cl)Cl (CH2Cl2). Reaction conditions: time 24 hour. Yields the product COC(CC=1C(N(CC1)CC1=CC=CC=C1)=O)=O ((1-benzyl-2-oxo-2,5-dihydro-1H-pyrrol-3-yl)-acetic acid methyl ester). Yield: 85.7%. RXN SMILES: [CH3:1][O:2][C:3](=[O:20])[CH2:4][C:5]([C:7](=[O:19])[N:8]([CH2:16][CH:17]=C)[CH2:9][C:10]1[CH:15]=[CH:14][CH:13]=[CH:12][CH:11]=1)=C>C(Cl)Cl.[Ru]>[CH3:1][O:2][C:3](=[O:20])[CH2:4][C:5]1[C:7](=[O:19])[N:8]([CH2:9][C:10]2[CH:11]=[CH:12][CH:13]=[CH:14][CH:15]=2)[CH2:16][CH:17]=1. Procedure details: 234 mg of 3-(allyl-benzyl-carbamoyl)-but-3-enoic acid methyl ester (o) (0.1 mM) prepared by the above Step 1 was added to the catalyst solution containing 36 mg of Grubb's (I) catalyst (0.04 mM) such as ruthenium dissolved in CH2Cl2 under Ar atmosphere. Then the mixture was stirred for 24 hrs at room temperature, filtered and concentrated in vacuo. The resultant was purified by Silica gel column chromatography with a solvent mixture mixed with EtOAc and hexanes (1:2) as an eluant to give 180 mg ...